The task is: describe an organic reaction: reactants, conditions, products, and yield. This data is from the Open Reaction Database (ORD), a public repository of structured organic reaction records. Starting materials: Cl (hydrochloric acid), C1(=CC=CC=C1)C(N1CC(OCC1)C(O)OC1=C2CCCC2=CC=C1)(C1=CC=CC=C1)C1=CC=CC=C1 (4-triphenylmethyl-2-(1-hydroxy-4-indanyloxymethyl)-morpholine). Solvent: C(C)O (ethanol). The product is Cl.C1C=CC2=CC=CC(=C12)OCC1CNCCO1 (2-(7-indenyloxymethyl)morpholine hydrochloride). Reaction SMILES: [ClH:1].C1(C(C2C=CC=CC=2)(C2C=CC=CC=2)[N:9]2[CH2:14][CH2:13][O:12][CH:11]([CH:15]([O:17][C:18]3[CH:26]=[CH:25][CH:24]=[C:23]4[C:19]=3[CH2:20][CH2:21][CH2:22]4)O)[CH2:10]2)C=CC=CC=1>C(O)C>[ClH:1].[CH2:20]1[C:19]2[C:23](=[CH:24][CH:25]=[CH:26][C:18]=2[O:17][CH2:15][CH:11]2[O:12][CH2:13][CH2:14][NH:9][CH2:10]2)[CH:22]=[CH:21]1 |f:3.4|. Procedure: In 500 ml. of ethanolic hydrochloric acid (350 ml. of 0.5 N hydrochloric acid and 150 ml. of ethanol) was dissolved 5.0 g. of 4-triphenylmethyl-2-(1-hydroxy-4-indanyloxymethyl)-morpholine and the solution was refluxed 17 hours. After cooling the reaction mixture, ethanol was distilled away under reduced pressure until the whole volume of the reaction mixture became about 350 ml. Sodium chloride was added to the reaction mixture to cause salting out and the mixture was extracted three times each ... Starting materials: ClC1=C2CC3C(NC(C3)=O)C2=CC=C1 (5-chloro-1,2,3,3a,4,8b-hexahydro-indeno[1,2-b]pyrrol-2-one), [H-].[Na+] (sodium hydride), ClCC(=O)N (monochloroacetamide), Cl (hydrochloric acid). Run in CN(C=O)C (dimethylformamide), CN(C=O)C (dimethylformamide). Reaction conditions: time 2 hour. Product: ClC1=C2CC3C(N(C(C3)=O)CC(=O)N)C2=CC=C1 ([5-chloro-1,2,3,3a,4,8b-hexahydro-2-oxo-indeno[1,2-b]pyrrol-1-yl]acetamide). The yield is 40.7%. RXN SMILES: [Cl:1][C:2]1[CH:14]=[CH:13][CH:12]=[C:11]2[C:3]=1[CH2:4][CH:5]1[CH2:9][C:8](=[O:10])[NH:7][CH:6]12.[H-].[Na+].Cl[CH2:18][C:19]([NH2:21])=[O:20].Cl>CN(C)C=O>[Cl:1][C:2]1[CH:14]=[CH:13][CH:12]=[C:11]2[C:3]=1[CH2:4][CH:5]1[CH2:9][C:8](=[O:10])[N:7]([CH2:18][C:19]([NH2:21])=[O:20])[CH:6]12 |f:1.2|. Procedure details: To a solution of 2.7 g of 5-chloro-1,2,3,3a,4,8b-hexahydro-indeno[1,2-b]pyrrol-2-one in 80 ml of dimethylformamide is added 0.8 g of sodium hydride (60% dispersion in mineral oil). After the evolution of gas ceases, the mixture is heated at 50°-60° C. for 1 hour whereupon a solution of 1.8 g of monochloroacetamide in 30 ml of dimethylformamide is added dropwise, and the resulting mixture is stirred at the same temperature for 2 hours and then cooled. The reaction mixture is poured into ice-cold ... The reactants are O1CCC(CC1)=O (tetrahydro-4H-pyran-4-one), C=O (paraformaldehyde), C(C1=CC=CC=C1)N (benzylamine), C(C)(=O)O (acetic acid). Solvent: C(C)(C)O (isopropanol), C(C)(C)O (isopropanol). Run at temperature 65 celsius, time 1.5 hour. The product is C(C1=CC=CC=C1)N1CC2COCC(C1)C2=O (7-Benzyl-3-oxa-7-azabicyclo[3.3.1]nonan-9-one). Isolated yield 43.2%. RXN SMILES: [O:1]1[CH2:6]C[C:4](=O)[CH2:3][CH2:2]1.[CH2:8]=O.[CH2:10]([NH2:17])[C:11]1[CH:16]=[CH:15][CH:14]=[CH:13][CH:12]=1.[C:18]([OH:21])(=O)[CH3:19]>C(O)(C)C>[CH2:10]([N:17]1[CH2:4][CH:3]2[C:18](=[O:21])[CH:19]([CH2:6][O:1][CH2:2]2)[CH2:8]1)[C:11]1[CH:16]=[CH:15][CH:14]=[CH:13][CH:12]=1. Reported procedure: To a solution of tetrahydro-4H-pyran-4-one (6 g, 60 mmol) and powdered paraformaldehyde (4.50 g, 150 mmol) in isopropanol (150 mL) at 65° C. was added a solution of benzylamine (7.2 mL, 66 mmol) and acetic acid (3.77 mL, 66 mmol) in isopropanol (150 mL) dropwise over 1.5 h. The reaction mixture was stirred at 65° C. for 1.5 h. Upon cooling, the solvent was removed in vacuo. The residue was diluted with water (250 mL) and 1M hydrogen chloride solution (22.5 mL), and extracted with tert-butyl meth...